This data is from the Open Reaction Database (ORD), a public repository of structured organic reaction records. The task is: describe an organic reaction: reactants, conditions, products, and yield Starting materials: [H-].[Na+] (Sodium hydride), C(C)OP(=O)(OCC)CC(=O)OC(C)(C)C (tert-butyl 2-(diethoxyphosphoryl)acetate), BrC(C)C1=CC=C(C(=O)OC)C=C1 (methyl 4-(1-bromoethyl)benzoate). The solvent is CN(C)C=O (DMF), CN(C)C=O (DMF). Run at temperature 0 celsius, time 5 hour. Product: C(C)(C)(C)OC(C(C(C)C1=CC=C(C(=O)OC)C=C1)P(=O)(OCC)OCC)=O (Methyl 4-(4-(tert-butoxy)-3-(diethoxyphosphoryl)-4-oxobutan-2-yl)benzoate). As a reaction SMILES: [H-].[Na+].[CH2:3]([O:5][P:6]([CH2:11][C:12]([O:14][C:15]([CH3:18])([CH3:17])[CH3:16])=[O:13])([O:8][CH2:9][CH3:10])=[O:7])[CH3:4].Br[CH:20]([C:22]1[CH:31]=[CH:30][C:25]([C:26]([O:28][CH3:29])=[O:27])=[CH:24][CH:23]=1)[CH3:21]>CN(C=O)C>[C:15]([O:14][C:12](=[O:13])[CH:11]([P:6]([O:5][CH2:3][CH3:4])([O:8][CH2:9][CH3:10])=[O:7])[CH:20]([C:22]1[CH:31]=[CH:30][C:25]([C:26]([O:28][CH3:29])=[O:27])=[CH:24][CH:23]=1)[CH3:21])([CH3:16])([CH3:18])[CH3:17] |f:0.1|. Procedure: Sodium hydride (60% dispersion in mineral oil, 2.98 g, 74.7 mmol) was added portionwise to a solution of tert-butyl 2-(diethoxyphosphoryl)acetate (12.6 g, 49.8 mmol) in anhydrous DMF (150 mL) at 23° C. over 20 min. The reaction mixture was cooled to 0° C., and then a solution of methyl 4-(1-bromoethyl)benzoate (12.1 g, 49.8 mmol) in anhydrous DMF (100 mL) was added dropwise over 15 min. The resulting mixture was stirred at room temperature for 5 h, then concentrated under reduced pressure. The r... RXN SMILES: [Br:12][N:13]1[C:14](=[O:15])[CH2:16][CH2:17][C:18]1=[O:19].[Br:1][c:2]1[cH:3][cH:4][c:5]2[c:9]([cH:10]1)[NH:8][C:7](=[O:11])[CH2:6]2.[CH3:20][C:21](=[O:22])[OH:23]>>[Br:1][c:2]1[c:3]([Br:12])[cH:4][c:5]2[c:9]([cH:10]1)[NH:8][C:7](=[O:11])[CH2:6]2. Product: O=C1Cc2cc(Br)c(Br)cc2N1. Reactants: O=C1CCC(=O)N1Br, O=C1Cc2ccc(Br)cc2N1, CC(=O)O. The reactants are c1(OCc2ccccc2)ccc(cc1)B(O)O, c1(ccc(cc1)c1c(c(on1)C(F)(F)F)I)OC. Reagents/catalysts: c1ccc(cc1)-c2c3ccccc3cc4ccccc24 (9-Phenylanthracene), Â C(=O)(O)[O-].[Na+]Â Â  (NaHCO3), O (water), [Pd].P(c1ccccc1)(c1ccccc1)c1ccccc1.P(c1ccccc1)(c1ccccc1)c1ccccc1.P(c1ccccc1)(c1ccccc1)c1ccccc1.P(c1ccccc1)(c1ccccc1)c1ccccc1 (Pd(P(Ph)3)4)). Solvent: CC1=CC=CC=C1 (Toluene). Reaction conditions: temperature 100 celsius, time 18 hour. Yields the product COc1ccc(cc1)c2noc(c2c3ccc(OCc4ccccc4)cc3)C(F)(F)F. As a reaction SMILES: [CH3:1][O:2][c:3]1[cH:8][cH:7][c:6]([c:9]2[c:13](I)[c:12]([C:14]([F:17])([F:16])[F:15])[o:11][n:10]2)[cH:5][cH:4]1.OB([c:18]1[cH:31][cH:30][c:21]([O:22][CH2:23][c:24]2[cH:29][cH:28][cH:27][cH:26][cH:25]2)[cH:20][cH:19]1)O>>[CH3:1][O:2][c:3]1[cH:8][cH:7][c:6]([c:9]2[c:13]([c:18]3[cH:31][cH:30][c:21]([O:22][CH2:23][c:24]4[cH:29][cH:28][cH:27][cH:26][cH:25]4)[cH:20][cH:19]3)[c:12]([C:14]([F:17])([F:16])[F:15])[o:11][n:10]2)[cH:5][cH:4]1. Starting materials: BrC=1C(=C2C(=NC1)NC(=N2)C2=CC=C(C=C2)CN)N2CCN(CC2)CC=2C=NC=CC2 ((4-(6-bromo-7-(4-(pyridin-3-ylmethyl)piperazin-1-yl)-3H-imidazo[4,5-b]pyridin-2-yl)phenyl)methanamine), C(C1=CC=CC=C1)C1CCN(CC1)C1=C2C(=NC=C1Br)NC(=N2)C2=CC=C(CNC(OC(C)(C)C)=O)C=C2 (tert-butyl 4-(7-(4-benzylpiperidin-1-yl)-6-bromo-3H-imidazo[4,5-b]pyridin-2-yl)benzylcarbamate), C(=O)(C(F)(F)F)O (TFA). The solvent is C(Cl)Cl (CH2Cl2). Product: C(C1=CC=CC=C1)C1CCN(CC1)C1=C2C(=NC=C1Br)NC(=N2)C2=CC=C(C=C2)CN ((4-(7-(4-Benzylpiperidin-1-yl)-6-bromo-3H-imidazo[4,5-b]pyridin-2-yl)phenyl)methanamine). Yield: 96.9%. Reaction SMILES: BrC1C(N2CCN(CC3C=NC=CC=3)CC2)=C2N=C(C3C=CC(CN)=CC=3)NC2=NC=1.[CH2:32]([CH:39]1[CH2:44][CH2:43][N:42]([C:45]2[C:50]([Br:51])=[CH:49][N:48]=[C:47]3[NH:52][C:53]([C:55]4[CH:69]=[CH:68][C:58]([CH2:59][NH:60]C(=O)OC(C)(C)C)=[CH:57][CH:56]=4)=[N:54][C:46]=23)[CH2:41][CH2:40]1)[C:33]1[CH:38]=[CH:37][CH:36]=[CH:35][CH:34]=1.C(O)(C(F)(F)F)=O>C(Cl)Cl>[CH2:32]([CH:39]1[CH2:40][CH2:41][N:42]([C:45]2[C:50]([Br:51])=[CH:49][N:48]=[C:47]3[NH:52][C:53]([C:55]4[CH:69]=[CH:68][C:58]([CH2:59][NH2:60])=[CH:57][CH:56]=4)=[N:54][C:46]=23)[CH2:43][CH2:44]1)[C:33]1[CH:38]=[CH:37][CH:36]=[CH:35][CH:34]=1. Reported procedure: This was prepared using the same procedure as for (4-(6-bromo-7-(4-(pyridin-3-ylmethyl)piperazin-1-yl)-3H-imidazo[4,5-b]pyridin-2-yl)phenyl)methanamine, but here using tert-butyl 4-(7-(4-benzylpiperidin-1-yl)-6-bromo-3H-imidazo[4,5-b]pyridin-2-yl)benzylcarbamate (15 mg, 0.026 mmol), TFA (0.2 mL) and CH2Cl2 (1 mL). The same purification procedure gave the desired product (12 mg, 97%) as a colourless solid; δH (500 MHz, DMSO-d6) 1.40-1.48 (m, 2H, 2× piperidine CHAHB), 1.73 (d, br, J=11.7 Hz, 2H, 2... Starting materials: C(C1=CC=CC=C1)(=O)OC[C@@H]1[C@H]([C@@H](C=CO1)O)O (6-O-benzoylglucal), ClCC(=O)OC=C (vinyl chloroacetate). Solvent: C(OC)COC (dimethoxyethane). The product is C(C1=CC=CC=C1)(=O)OC[C@@H]1[C@H]([C@@H](C=CO1)OC(CCl)=O)O (6-O-benzoyl-3-O-chloroacetylglucal). Isolated yield 82.0%. Reaction SMILES: [C:1]([O:9][CH2:10][C@H:11]1[O:16][CH:15]=[CH:14][C@@H:13]([OH:17])[C@@H:12]1[OH:18])(=[O:8])[C:2]1[CH:7]=[CH:6][CH:5]=[CH:4][CH:3]=1.[Cl:19][CH2:20][C:21](OC=C)=[O:22]>C(COC)OC>[C:1]([O:9][CH2:10][C@H:11]1[O:16][CH:15]=[CH:14][C@@H:13]([O:17][C:21](=[O:22])[CH2:20][Cl:19])[C@@H:12]1[OH:18])(=[O:8])[C:2]1[CH:3]=[CH:4][CH:5]=[CH:6][CH:7]=1. Procedure details: 1.0 g (4 mmol) of 6-O-benzoylglucal is dissolved in 2-5 ml of dimethoxyethane and 10-15 ml of vinyl chloroacetate and stirred with 1 g of lipase P (Amano) for 1-2 h. Filtering off the enzyme and chromatography on silica gel (ether/hexane 1:1) yield 6-O-benzoyl-3-O-chloroacetylglucal in 82-87% yield. Starting materials: C(CCC)N1C(C(C2=CC=CC=C12)(CC(C1=NC=CC=C1)=O)O)=O (1-butyl-3-hydroxy-3-(2-oxo-2-(pyridin-2-yl)ethyl)indolin-2-one), ClC=1C=C2C(C(N(C2=CC1)CCC)=O)=O (5-chloro-1-propylindoline-2,3-dione), C(C)(=O)C1=NC=CC=C1 (2-acetyl pyridine). The product is ClC=1C=C2C(C(N(C2=CC1)CCC)=O)(CC(C1=NC=CC=C1)=O)O (5-chloro-3-hydroxy-3-(2-oxo-2-(pyridin-2-yl)ethyl)-1-propylindolin-2-one). RXN SMILES: [CH2:1]([N:5]1[C:13]2[C:8](=[CH:9][CH:10]=[CH:11][CH:12]=2)[C:7]([OH:23])([CH2:14][C:15](=[O:22])[C:16]2[CH:21]=[CH:20][CH:19]=[CH:18][N:17]=2)[C:6]1=[O:24])[CH2:2][CH2:3]C.[Cl:25]C1C=C2C(=CC=1)N(CCC)C(=O)C2=O.C(C1C=CC=CN=1)(=O)C>>[Cl:25][C:10]1[CH:9]=[C:8]2[C:13](=[CH:12][CH:11]=1)[N:5]([CH2:1][CH2:2][CH3:3])[C:6](=[O:24])[C:7]2([OH:23])[CH2:14][C:15](=[O:22])[C:16]1[CH:21]=[CH:20][CH:19]=[CH:18][N:17]=1. Procedure details: This compound was made in a similar manner to 1-butyl-3-hydroxy-3-(2-oxo-2-(pyridin-2-yl)ethyl)indolin-2-one using 5-chloro-1-propylindoline-2,3-dione and 2-acetyl pyridine (purchased from Fisher Scientific). 1H-NMR δ 8.70 (d, 1H), 8.10 (d, 1H), 7.92 (t, 1H), 7.56 (dd, 1H), 7.28 (m, 2H), 6.79 (d, 1H), 3.63 (m, 5H), 1.70 (m, 2H), 0.96 (t, 3H). Calculated mass for C18H17ClN2O3, 344.09. Observed 345.0 (M+1), 367.1 (M+Na). Starting materials: N=1C=NN2C1C=C(C=C2)OC2=C(C(=C(C(=O)OC(C)(C)C)C=C2)F)Cl (tert-butyl 4-([1,2,4]triazolo[1,5-a]pyridin-7-yloxy)-3-chloro-2-fluorobenzoate), FC(C(=O)O)(F)F (2,2,2-trifluoroacetic acid). Solvent: ClCCl (dichloromethane). Run at temperature 0 celsius, time 20 minute. Product: N=1C=NN2C1C=C(C=C2)OC2=C(C(=C(C(=O)O)C=C2)F)Cl (4-([1,2,4]triazolo[1,5-a]pyridin-7-yloxy)-3-chloro-2-fluorobenzoic acid). RXN SMILES: [N:1]1[CH:2]=[N:3][N:4]2[CH:9]=[CH:8][C:7]([O:10][C:11]3[CH:23]=[CH:22][C:14]([C:15]([O:17]C(C)(C)C)=[O:16])=[C:13]([F:24])[C:12]=3[Cl:25])=[CH:6][C:5]=12.FC(F)(F)C(O)=O>ClCCl>[N:1]1[CH:2]=[N:3][N:4]2[CH:9]=[CH:8][C:7]([O:10][C:11]3[CH:23]=[CH:22][C:14]([C:15]([OH:17])=[O:16])=[C:13]([F:24])[C:12]=3[Cl:25])=[CH:6][C:5]=12. Procedure details: A 25 ml flask was charged with tert-butyl 4-([1,2,4]triazolo[1,5-a]pyridin-7-yloxy)-3-chloro-2-fluorobenzoate (0.060 g, 0.16 mmol) and dichloromethane (1.6 ml). The reaction was cooled to 0° C., and 2,2,2-trifluoroacetic acid (0.50 ml, 0.16 mmol) was added. The reaction was stirred for 20 minutes, then warmed to ambient temperature, stirred an additional 3 hours, and then concentrated to provide the desired product as a colorless oily residue. Reactants: BrC1=C(OC2=NC=CC=N2)C=CC=C1 (2-(2-bromophenoxy)pyrimidine), CC1(OB(OC1(C)C)C=1C=CC(=NC1)C=1C=NC(=NC1)N)C (5-(5-(4,4,5,5-tetramethyl-1,3,2-dioxaborolan-2-yl)pyridin-2-yl)pyrimidin-2-amine). Product: N1=C(N=CC=C1)OC1=C(C=CC=C1)C=1C=CC(=NC1)C=1C=NC(=NC1)N (5-{5-[2-(Pyrimidin-2-yloxy)phenyl]pyridin-2-yl}pyrimidin-2-amine). As a reaction SMILES: Br[C:2]1[CH:14]=[CH:13][CH:12]=[CH:11][C:3]=1[O:4][C:5]1[N:10]=[CH:9][CH:8]=[CH:7][N:6]=1.CC1(C)C(C)(C)OB([C:23]2[CH:24]=[CH:25][C:26]([C:29]3[CH:30]=[N:31][C:32]([NH2:35])=[N:33][CH:34]=3)=[N:27][CH:28]=2)O1>>[N:6]1[CH:7]=[CH:8][CH:9]=[N:10][C:5]=1[O:4][C:3]1[CH:11]=[CH:12][CH:13]=[CH:14][C:2]=1[C:23]1[CH:24]=[CH:25][C:26]([C:29]2[CH:34]=[N:33][C:32]([NH2:35])=[N:31][CH:30]=2)=[N:27][CH:28]=1. Procedure: The title compound was prepared in a manner similar to that described in Example 88 using 2-(2-bromophenoxy)pyrimidine and 5-(5-(4,4,5,5-tetramethyl-1,3,2-dioxaborolan-2-yl)pyridin-2-yl)pyrimidin-2-amine. MS (ESI): mass calcd. for C19H14N6O, 342.12; m/z found, 343.1 [M+H]+. 1H NMR (400 MHz, CD3OD) δ 8.97 (s, 2H), 8.70 (dd, J=2.3, 0.8, 1H), 8.48 (d, J=4.8, 2H), 8.06 (dd, J=8.3, 2.3, 1H), 7.85 (dd, J=8.3, 0.9, 1H), 7.58 (dd, J=7.6, 1.8, 1H), 7.56-7.50 (m, 1H), 7.48-7.41 (m, 1H), 7.30 (dd, J=8.0, 1...